From a dataset of the Open Reaction Database (ORD), a public repository of structured organic reaction records. describe an organic reaction: reactants, conditions, products, and yield The reactants are C1(=CC=CC=C1)C(C)O ((±)-1-phenylethanol), C(C)(=O)C1=CC=CC=C1 (acetophenone), C1(=CC=CC=C1)[C@@H](C)O ((R)-1-phenylethanol). Reaction conditions: time 6 day. Yields the product C1(=CC=CC=C1)[C@H](C)O ((S)-1-phenylethanol). Isolated yield 60.7%. As a reaction SMILES: [C:1]1([CH:7]([OH:9])[CH3:8])[CH:6]=[CH:5][CH:4]=[CH:3][CH:2]=1.C(C1C=CC=CC=1)(=O)C.C1([C@H](O)C)C=CC=CC=1>>[C:1]1([C@@H:7]([OH:9])[CH3:8])[CH:6]=[CH:5][CH:4]=[CH:3][CH:2]=1. Reported procedure: As shown here, the biochemical conversion reaction of immobilized green pea protein for the substrate (±)-1-phenylethanol (201 mg) requires 6 days by going through bioconversion to acetophenone accompanying sterically selective oxidation of (R)-1-phenylethanol to obtain 122 mg of (S)-1-phenylethanol at a yield of 61%. Optical purity was obtained at 98% e.e. Reactants: COC1=CC=C2C=CNC2=C1 (6-methoxyindole), BrCCCO[Si](C)(C)C(C)(C)C ((3-bromo-propoxy)-tert-butyl-dimethylsilane), [H-].[Na+] (NaH), oil. The solvent is CN(C)C=O (DMF). Conditions: time 2 hour. Product: C(C)(C)(C)[Si](OCCCN1C=CC2=CC=C(C=C12)OC)(C)C (1-[3-(tert-Butyl-dimethyl-silanyloxy)-propyl]-6-methoxy-1H-indole). The yield is 101.9%. Reaction SMILES: [CH3:1][O:2][C:3]1[CH:11]=[C:10]2[C:6]([CH:7]=[CH:8][NH:9]2)=[CH:5][CH:4]=1.Br[CH2:13][CH2:14][CH2:15][O:16][Si:17]([C:20]([CH3:23])([CH3:22])[CH3:21])([CH3:19])[CH3:18].[H-].[Na+]>CN(C=O)C>[C:20]([Si:17]([CH3:19])([CH3:18])[O:16][CH2:15][CH2:14][CH2:13][N:9]1[C:10]2[C:6](=[CH:5][CH:4]=[C:3]([O:2][CH3:1])[CH:11]=2)[CH:7]=[CH:8]1)([CH3:23])([CH3:22])[CH3:21] |f:2.3|. Procedure details: To a solution of 6-methoxyindole (10.0 g, 67.9 mmol), and (3-bromo-propoxy)-tert-butyl-dimethylsilane (18.0 g, 71.3 mmol) in DMF (300 mL) was added NaH (0.353 g, 8.82 mmol) as a 60% oil dispersion. The reaction was stirred for 2 h, quenched with saturated aq NaHCO3, diluted with EtOAc (400 mL), washed with saturated aq NaHCO3 and brine, dried (MgSO4), filtered, and concentrated to a transparent oil. The oil was purified by filtration through a plug of silica gel (85% hexane/EtOAc) to give (22.1 ... Starting materials: C(C)(=O)OC1=C(C(=O)O)C=C(C(=C1)C)CC (2-acetoxy-5-ethyl-4-methylbenzoic acid), S(=O)(Cl)Cl (thionyl chloride). Run in C1=CC=CC=C1 (benzene). Product: C(C)(=O)OC1=C(C(=O)Cl)C=C(C(=C1)C)CC (2-acetoxy-5-ethyl-4-methylbenzoyl chloride). As a reaction SMILES: [C:1]([O:4][C:5]1[CH:13]=[C:12]([CH3:14])[C:11]([CH2:15][CH3:16])=[CH:10][C:6]=1[C:7](O)=[O:8])(=[O:3])[CH3:2].S(Cl)([Cl:19])=O>C1C=CC=CC=1>[C:1]([O:4][C:5]1[CH:13]=[C:12]([CH3:14])[C:11]([CH2:15][CH3:16])=[CH:10][C:6]=1[C:7]([Cl:19])=[O:8])(=[O:3])[CH3:2]. Procedure details: A mixture of 2-acetoxy-5-ethyl-4-methylbenzoic acid (11.10 g) and thionyl chloride (20 ml) in dry benzene (100 ml) was heated under reflux for 6 hours, cooled and solvents removed in vacuo. The crude 2-acetoxy-5-ethyl-4-methylbenzoyl chloride was obtained as a liquid which was used as rapidly as possible in the next stage of the synthesis without further purification. Reactants: C(C)(C)(C)OC(=O)NCC1CC2=CC=C(C=C2C1)O (2-(t-butoxycarbonylaminomethyl)-5-hydroxyindane), C([O-])([O-])=O.[K+].[K+] (potassium carbonate), BrCC(=O)OCC (ethyl bromoacetate). The solvent is CC(=O)C (acetone). Product: C(C)(C)(C)OC(=O)NCC1CC2=CC=C(C=C2C1)OCC(=O)OCC (Ethyl [2-(t-butoxycarbonylaminomethyl)indane-5-oxy]acetate). The yield is 87.7%. As a reaction SMILES: [C:1]([O:5][C:6]([NH:8][CH2:9][CH:10]1[CH2:18][C:17]2[C:12](=[CH:13][CH:14]=[C:15]([OH:19])[CH:16]=2)[CH2:11]1)=[O:7])([CH3:4])([CH3:3])[CH3:2].C(=O)([O-])[O-].[K+].[K+].Br[CH2:27][C:28]([O:30][CH2:31][CH3:32])=[O:29]>CC(C)=O>[C:1]([O:5][C:6]([NH:8][CH2:9][CH:10]1[CH2:18][C:17]2[C:12](=[CH:13][CH:14]=[C:15]([O:19][CH2:27][C:28]([O:30][CH2:31][CH3:32])=[O:29])[CH:16]=2)[CH2:11]1)=[O:7])([CH3:4])([CH3:2])[CH3:3] |f:1.2.3|. Reported procedure: Dissolved in 20 ml of acetone were 1.85 g (6.20 mmol) of 2-(t-butoxycarbonylaminomethyl)-5-hydroxyindane, and 1.52 g (11.0 mmol) of potassium carbonate and 1.10 g (6.60 mmol) of ethyl bromoacetate were added to the solution. The mixture was refluxed for 3.5 hours. After cooling, solids were separated by filtration, and the filtrate was concentrated. The resultant residue was purified by column chromatography on silica gel (ethyl acetate:hexane=1:2) to obtain 1.90 g of a colorless crystal. Yield;...